Dataset: the Open Reaction Database (ORD), a public repository of structured organic reaction records. Task: describe an organic reaction: reactants, conditions, products, and yield The reactants are Nc1cccc(Br)c1, CCO, Clc1ncnc2[nH]c3ccccc3c12, Cl. Product: Cl, Brc1cccc(Nc2ncnc3[nH]c4ccccc4c23)c1. As a reaction SMILES: [Br:16][c:17]1[cH:18][c:19]([NH2:20])[cH:21][cH:22][cH:23]1.[CH3:24][CH2:25][OH:26].[Cl:2][c:3]1[c:4]2[c:5]([n:6][cH:7][n:8]1)[nH:9][c:10]1[cH:11][cH:12][cH:13][cH:14][c:15]21.[ClH:1]>>[ClH:2].[c:3]1([NH:20][c:19]2[cH:18][c:17]([Br:16])[cH:23][cH:22][cH:21]2)[c:4]2[c:5]([n:6][cH:7][n:8]1)[nH:9][c:10]1[cH:11][cH:12][cH:13][cH:14][c:15]21. The reactants are BrC=1C=CC=2N(C1)C(=CN2)C(=O)O (6-Bromoimidazo[1,2-a]pyridine-3-carboxylic acid), C(C)(C)N(CC)C(C)C (diisopropylethylamine), C(C1=CC=CC=C1)N1N=CC=2C(=CC=CC12)N (1-Benzyl-1H-indazol-4-amine), C(C(=O)Cl)(=O)Cl (oxalyl chloride), C(C)(C)N(CC)C(C)C (Diisopropylethylamine). Solvent: CCOCC (ether), C(Cl)Cl (methylene chloride), CN(C)C=O (DMF), C(Cl)Cl (methylene chloride). Product: C(C1=CC=CC=C1)N1N=CC2=C(C=CC=C12)NC(=O)C1=CN=C2N1C=C(C=C2)Br (N-(1-benzyl-1H-indazol-4-yl)-6-bromoimidazo[1,2-a]pyridine-3-carboxamide). The yield is 47.2%. Reaction SMILES: [Br:1][C:2]1[CH:3]=[CH:4][C:5]2[N:6]([C:8]([C:11]([OH:13])=O)=[CH:9][N:10]=2)[CH:7]=1.C(Cl)(=O)C(Cl)=O.C(N(C(C)C)CC)(C)C.[CH2:29]([N:36]1[C:44]2[CH:43]=[CH:42][CH:41]=[C:40]([NH2:45])[C:39]=2[CH:38]=[N:37]1)[C:30]1[CH:35]=[CH:34][CH:33]=[CH:32][CH:31]=1>C(Cl)Cl.CCOCC.CN(C=O)C>[CH2:29]([N:36]1[C:44]2[C:39](=[C:40]([NH:45][C:11]([C:8]3[N:6]4[CH:7]=[C:2]([Br:1])[CH:3]=[CH:4][C:5]4=[N:10][CH:9]=3)=[O:13])[CH:41]=[CH:42][CH:43]=2)[CH:38]=[N:37]1)[C:30]1[CH:31]=[CH:32][CH:33]=[CH:34][CH:35]=1. Procedure details: 6-Bromoimidazo[1,2-a]pyridine-3-carboxylic acid (200 mg; 0.83 mmol) was suspended in methylene chloride (2 mL) with a catalytic (0.005 mL) amount of DMF. A solution of oxalyl chloride (0.913 mmol; 2M solution on dichloromethane) was added. The mixture was stirred in a sealed vial (with occasional venting to release gas) until effervescence ceased (about 30 minutes). A white suspension resulted. Diisopropylethylamine (188 μL; 1.08 mmol) was added. A clear solution resulted. 1-Benzyl-1H-indazol-4-... Reactants: IN1C(CCC1=O)=O (N-iodosuccinimide), CC1=C(C=CC=C1[N+](=O)[O-])C(F)(F)F (2-methyl-3-nitrobenzotrifluoride), ice. Run in OS(=O)(=O)O (H2SO4), OS(=O)(=O)O (H2SO4). Reaction conditions: temperature 2.5 celsius, time 40 minute. The product is IC=1C=C(C(=C(C1)C(F)(F)F)C)[N+](=O)[O-] (5-iodo-2-Methyl-3-nitrobenzotrifluoride). RXN SMILES: [I:1]N1C(=O)CCC1=O.[CH3:9][C:10]1[C:15]([N+:16]([O-:18])=[O:17])=[CH:14][CH:13]=[CH:12][C:11]=1[C:19]([F:22])([F:21])[F:20]>OS(O)(=O)=O>[I:1][C:13]1[CH:14]=[C:15]([N+:16]([O-:18])=[O:17])[C:10]([CH3:9])=[C:11]([C:19]([F:20])([F:21])[F:22])[CH:12]=1. Procedure: To H2SO4 (110 mL, 96%) stirring under a nitrogen atmosphere at 0-5° C. was added N-iodosuccinimide (41.13 g, 1.5 eq). The resulting black/dark red mixture was stirred at 0-5° C. for 40 minutes. To this was added dropwise commercially available 2-methyl-3-nitrobenzotrifluoride (25.0 g, 121.9 mmol) in H2SO4 (75 mL). Once the addition was completed, ca. 1 hour, the mixture was stirred at 5-10° C. for 5 hours. The resulting mixture was poured into ice (600 mL) and extracted with EtOAc (400 mL, 3×200... Reactants: CCO, CC(C)(C)OC(=O)NCC1(c2ccccc2)CC1COCc1ccccc1. Yields the product CC(C)(C)OC(=O)NCC1(c2ccccc2)CC1CO. As a reaction SMILES: [CH2:28]([OH:29])[CH3:30].[c:1]1([C:7]2([CH2:19][NH:20][C:21]([O:22][C:23]([CH3:24])([CH3:25])[CH3:26])=[O:27])[CH:8]([CH2:10][O:11][CH2:12][c:13]3[cH:14][cH:15][cH:16][cH:17][cH:18]3)[CH2:9]2)[cH:2][cH:3][cH:4][cH:5][cH:6]1>>[c:1]1([C:7]2([CH2:19][NH:20][C:21]([O:22][C:23]([CH3:24])([CH3:25])[CH3:26])=[O:27])[CH:8]([CH2:10][OH:11])[CH2:9]2)[cH:2][cH:3][cH:4][cH:5][cH:6]1. Starting materials: Clc1ccccc1, Cl, Ic1ccccc1Nc1ccccc1, N#CNc1cccc2ccccc12. Product: N=C(Nc1ccccc1I)Nc1cccc2ccccc12. Reaction SMILES: [Cl:29][c:30]1[cH:31][cH:32][cH:33][cH:34][cH:35]1.[ClH:14].[I:15][c:16]1[c:17]([NH:18][c:19]2[cH:20][cH:21][cH:22][cH:23][cH:24]2)[cH:25][cH:26][cH:27][cH:28]1.[c:1]1([NH:11][C:12]#[N:13])[cH:2][cH:3][cH:4][c:5]2[cH:6][cH:7][cH:8][cH:9][c:10]12>>[c:1]1([NH:11][C:12](=[NH:13])[NH:18][c:17]2[c:16]([I:15])[cH:28][cH:27][cH:26][cH:25]2)[cH:2][cH:3][cH:4][c:5]2[cH:6][cH:7][cH:8][cH:9][c:10]12.